This data is from the Open Reaction Database (ORD), a public repository of structured organic reaction records. The task is: describe an organic reaction: reactants, conditions, products, and yield The reactants are OO (H2O2), [Ce] (cerium), N[C@@H](CC1=CC=CC=C1)C(=O)O (phenylalanine). Run in solution. Reaction conditions: temperature 40 celsius. The product is N[C@@H](CC1=CC=CC=C1)C(=O)O.[Ce] (L-Phenylalanine Cerium). RXN SMILES: OO.[Ce:3].[NH2:4][C@H:5]([C:13]([OH:15])=[O:14])[CH2:6][C:7]1[CH:12]=[CH:11][CH:10]=[CH:9][CH:8]=1>>[NH2:4][C@H:5]([C:13]([OH:15])=[O:14])[CH2:6][C:7]1[CH:12]=[CH:11][CH:10]=[CH:9][CH:8]=1.[Ce:3] |f:3.4|. Procedure: Into a 600 ml glass beaker containing a magnetic stir bar was introduced 500 ml of high purity (HP) water. A 0.993 gm quantity of L-Phenylalanine was dissolved in this volume. A 5.0 gm quantity of Ce(NO3)3·6(H2O) was added, thereby forming a molar ratio of phenylalanine to cerium ion of 0.8. Then a 10 ml solution containing 1.2 gm of 50% H2O2 (1.5 molar ratio of H2O2 to cerium ion) was added slowly to the cerium and phenylalanine solution mixture, and a pH of about 4.3 was recorded. The reaction... Starting materials: FC(C(C(=O)O)(C)O)(F)F (3,3,3-trifluoro-2-hydroxy-2-methylpropanoic acid), C(=O)(N1C=NC=C1)N1C=NC=C1 (1,1'-carbonyldiimidazole), [N+](=O)([O-])C1=C(N)C=CC(=C1)S(=O)(=O)C1=CC=CC=C1 (2-Nitro-4-(phenylsulfonyl)aniline). Solvent: O1CCCC1 (tetrahydrofuran). Run at temperature 45 celsius. Yields the product FC(C(C(=O)NC1=C(C=C(C=C1)S(=O)(=O)C1=CC=CC=C1)[N+](=O)[O-])(C)O)(F)F (3,3,3-Trifluoro-2-hydroxy-2-methyl-N-[2-nitro-4-(phenylsulfonyl)phenyl]propanamide). Isolated yield 114.4%. As a reaction SMILES: [F:1][C:2]([F:10])([F:9])[C:3]([OH:8])([CH3:7])[C:4](O)=[O:5].C(N1C=CN=C1)(N1C=CN=C1)=O.[N+:23]([C:26]1[CH:32]=[C:31]([S:33]([C:36]2[CH:41]=[CH:40][CH:39]=[CH:38][CH:37]=2)(=[O:35])=[O:34])[CH:30]=[CH:29][C:27]=1[NH2:28])([O-:25])=[O:24]>O1CCCC1>[F:1][C:2]([F:10])([F:9])[C:3]([OH:8])([CH3:7])[C:4]([NH:28][C:27]1[CH:29]=[CH:30][C:31]([S:33]([C:36]2[CH:41]=[CH:40][CH:39]=[CH:38][CH:37]=2)(=[O:35])=[O:34])=[CH:32][C:26]=1[N+:23]([O-:25])=[O:24])=[O:5]. Reported procedure: A mixture of 3,3,3-trifluoro-2-hydroxy-2-methylpropanoic acid (1.00 g), 1,1'-carbonyldiimidazole (1.03 g) and dry tetrahydrofuran (25 mL) was heated, under N2, at 45° C. in an ultrasound bath for 0.5 hours. 2-Nitro-4-(phenylsulfonyl)aniline (1.75 g) was added, the mixture was heated at 45° C. for 18 hours; poured onto water (350 mL) and extracted with Et2O. The combined extracts were washed (brine), dried and evaporated to give an orange solid (3.01 g) that was purified by chromatographed, with ... The reactants are O=C([O-])O, Cc1nc(-c2cccc(C(F)(F)F)c2)sc1CO, ClC(Cl)Cl, [Na+], O=S(Cl)Cl. Product: Cc1nc(-c2cccc(C(F)(F)F)c2)sc1CCl. RXN SMILES: [C:23](=[O:24])([OH:25])[O-:26].[CH3:1][c:2]1[n:3][c:4](-[c:9]2[cH:10][c:11]([C:15]([F:16])([F:17])[F:18])[cH:12][cH:13][cH:14]2)[s:5][c:6]1[CH2:7][OH:8].[CH:28]([Cl:29])([Cl:30])[Cl:31].[Na+:27].[S:19]([Cl:20])([Cl:21])=[O:22]>>[CH3:1][c:2]1[n:3][c:4](-[c:9]2[cH:10][c:11]([C:15]([F:16])([F:17])[F:18])[cH:12][cH:13][cH:14]2)[s:5][c:6]1[CH2:7][Cl:21]. The reactants are NC1=NNC(=N1)N (3,5-diamino-1,2,4-triazole), C1(=CC=CC=C1)C(C(=O)OCC)C(=O)OCC (diethyl phenylmalonate). The solvent is C(CCC)N(CCCC)CCCC (N,N-dibutylbutan-1-amine). Product: NC1=NN2C(N=C(C(=C2O)C2=CC=CC=C2)O)=N1 (2-Amino-6-phenyl[1,2,4]triazolo[1,5-a]pyrimidine-5,7-diol). Reaction SMILES: [NH2:1][C:2]1[N:6]=[C:5]([NH2:7])[NH:4][N:3]=1.[C:8]1([CH:14]([C:20](OCC)=[O:21])[C:15](OCC)=[O:16])[CH:13]=[CH:12][CH:11]=[CH:10][CH:9]=1>C(N(CCCC)CCCC)CCC>[NH2:1][C:2]1[N:6]=[C:5]2[N:7]=[C:15]([OH:16])[C:14]([C:8]3[CH:13]=[CH:12][CH:11]=[CH:10][CH:9]=3)=[C:20]([OH:21])[N:4]2[N:3]=1. Reported procedure: A solution of 9.0 g 3,5-diamino-1,2,4-triazole and 22.4 ml diethyl phenylmalonate in N,N-dibutylbutan-1-amine is heated under microwave irradiation to 180° C. for 8 h. The reaction mixture forms two layers after cooling to room temperature. The top layer is removed and the solvent of the lower layer is evaporated. The residue is treated with water and acidified with 5N HCl. The precipitated product is collected by filtration and dried. The crude product is used without further purification. The reactants are ClC1CC2=C(SC3=C1C=CC=C3)C=CC(=C2)S(N(C)C)(=O)=O (10-chloro-10,11-dihydro-2-dimethylsulphamoyldibenzo[b,f]thiepin), N1(CCNCC1)CCN1C(OCC1)=O (3-[2-(1-piperazinyl)-ethyl]-2-oxazolidinone). Run in C(Cl)(Cl)Cl (chloroform). Product: CN(S(=O)(=O)C1=CC2=C(SC3=C(C(C2)N2CCN(CC2)CCN2C(OCC2)=O)C=CC=C3)C=C1)C (3-[2-[4-{10,11-dihydro-2-dimethylsulphamoyl-dibenzo[b,f]thiepin-10-yl}-1-piperazinyl]-ethyl]-2-oxazolidinone). Reaction SMILES: Cl[CH:2]1[C:8]2[CH:9]=[CH:10][CH:11]=[CH:12][C:7]=2[S:6][C:5]2[CH:13]=[CH:14][C:15]([S:17](=[O:22])(=[O:21])[N:18]([CH3:20])[CH3:19])=[CH:16][C:4]=2[CH2:3]1.[N:23]1([CH2:29][CH2:30][N:31]2[CH2:35][CH2:34][O:33][C:32]2=[O:36])[CH2:28][CH2:27][NH:26][CH2:25][CH2:24]1>C(Cl)(Cl)Cl>[CH3:19][N:18]([CH3:20])[S:17]([C:15]1[CH:14]=[CH:13][C:5]2[S:6][C:7]3[CH:12]=[CH:11][CH:10]=[CH:9][C:8]=3[CH:2]([N:26]3[CH2:27][CH2:28][N:23]([CH2:29][CH2:30][N:31]4[CH2:35][CH2:34][O:33][C:32]4=[O:36])[CH2:24][CH2:25]3)[CH2:3][C:4]=2[CH:16]=1)(=[O:22])=[O:21]. Procedure details: 11.9 g of 10-chloro-10,11-dihydro-2-dimethylsulphamoyldibenzo[b,f]thiepin in 250 ml of chloroform are treated with 20 g of 3-[2-(1-piperazinyl)-ethyl]-2-oxazolidinone and the mixture is heated under reflux for 24 hours. Then the mixture is evaporated under reduced pressure and the residue taken up in ethyl acetate. The organic phase is washed with water, dried over magnesium sulphate and evaporated under reduced pressure. The residue is dissolved in benzene and filtered through a column filled w... The reactants are OCC(C1=CC=CC=C1)NC(=O)[C@H]1[C@H](C1)C1=CC=C(C=C1)OC ((1R,2S)—N-(2-hydroxy-1-phenylethyl)-2-(4-methoxyphenyl)cyclopropanecarboxamide), B(Br)(Br)Br (boron tribromide). Solvent: ClCCl (dichloromethane). Run at time 45 minute. Yields the product OC1=CC=C(C=C1)[C@@H]1[C@@H](C1)C(=O)NC(CO)C1=CC=CC=C1 ((1R,2S)-2-(4-Hydroxyphenyl)-N-(2-hydroxy-1-phenylethyl)cyclopropanecarboxamide). Yield: 30.8%. Reaction SMILES: [OH:1][CH2:2][CH:3]([NH:10][C:11]([C@@H:13]1[CH2:15][C@@H:14]1[C:16]1[CH:21]=[CH:20][C:19]([O:22]C)=[CH:18][CH:17]=1)=[O:12])[C:4]1[CH:9]=[CH:8][CH:7]=[CH:6][CH:5]=1.B(Br)(Br)Br>ClCCl>[OH:22][C:19]1[CH:18]=[CH:17][C:16]([C@H:14]2[CH2:15][C@H:13]2[C:11]([NH:10][CH:3]([C:4]2[CH:5]=[CH:6][CH:7]=[CH:8][CH:9]=2)[CH2:2][OH:1])=[O:12])=[CH:21][CH:20]=1. Reported procedure: To a 250 mL RB flask fitted with magnetic stirrer was charged with 100 mL of dichloromethane. To the stirred solvent was added (1R,2S)—N-(2-hydroxy-1-phenylethyl)-2-(4-methoxyphenyl)cyclopropanecarboxamide (1.9 g, 6 mmol). The reaction mixture was brought to 0° C. and boron tribromide (0.86 mL, 9 mmol) was added drop wise. The reaction mixture was allowed to stir at room temperature for 45 minutes. The reaction mixture was quenched with ethanol (5 mL), the reaction mixture was concentrated to di...